Dataset: the Open Reaction Database (ORD), a public repository of structured organic reaction records. Task: describe an organic reaction: reactants, conditions, products, and yield Reactants: CCCC(=O)c1cnc2c(OC)cccc2c1Cl, Nc1ccc(O)cc1, C1COCCO1. Yields the product CCCC(=O)c1cnc2c(OC)cccc2c1Nc1ccc(O)cc1. As a reaction SMILES: [C:1]([CH2:2][CH2:3][CH3:4])(=[O:5])[c:6]1[cH:7][n:8][c:9]2[c:10]([O:17][CH3:18])[cH:11][cH:12][cH:13][c:14]2[c:15]1[Cl:16].[NH2:19][c:20]1[cH:21][cH:22][c:23]([OH:24])[cH:25][cH:26]1.[O:27]1[CH2:28][CH2:29][O:30][CH2:31][CH2:32]1>>[C:1]([CH2:2][CH2:3][CH3:4])(=[O:5])[c:6]1[cH:7][n:8][c:9]2[c:10]([O:17][CH3:18])[cH:11][cH:12][cH:13][c:14]2[c:15]1[NH:19][c:20]1[cH:21][cH:22][c:23]([OH:24])[cH:25][cH:26]1.